From a dataset of the Open Reaction Database (ORD), a public repository of structured organic reaction records. describe an organic reaction: reactants, conditions, products, and yield Reactants: BrC=1C(=NC(=CC1)Cl)CBr (3-bromo-2-(bromomethyl)-6-chloropyridine), BrC=1C(=NC(=CC1)Cl)CBr (3-bromo-2-(bromomethyl)-6-chloropyridine), [H-].[Na+] (sodium hydride), ice methanol, FC=1C=C(C=C(C1)C(F)(F)F)[C@@H]1[C@@H](NC(O1)=O)C ((4S,5R)-5-[3-fluoro-5-(trifluoromethyl)phenyl]-4-methyl-1,3-oxazolidin-2-one), FC=1C=C(C=C(C1)C(F)(F)F)[C@@H]1[C@@H](NC(O1)=O)C ((4S,5R)-5-[3-fluoro-5-(trifluoromethyl)phenyl]-4-methyl-1,3-oxazolidin-2-one). Solvent: C1CCOC1 (THF). Run at time 1.5 hour. Product: BrC=1C(=NC(=CC1)Cl)CN1C(O[C@@H]([C@@H]1C)C1=CC(=CC(=C1)C(F)(F)F)F)=O ((4S,5R)-3-[(3-bromo-6-chloropyridin-2-yl)methyl]-5-[3-fluoro-5-(trifluoromethyl)phenyl]-4-methyl-1,3-oxazolidin-2-one). RXN SMILES: [F:1][C:2]1[CH:3]=[C:4]([C@H:12]2[O:16][C:15](=[O:17])[NH:14][C@H:13]2[CH3:18])[CH:5]=[C:6]([C:8]([F:11])([F:10])[F:9])[CH:7]=1.[H-].[Na+].[Br:21][C:22]1[C:23]([CH2:29]Br)=[N:24][C:25]([Cl:28])=[CH:26][CH:27]=1>C1COCC1>[Br:21][C:22]1[C:23]([CH2:29][N:14]2[C@@H:13]([CH3:18])[C@@H:12]([C:4]3[CH:5]=[C:6]([C:8]([F:9])([F:11])[F:10])[CH:7]=[C:2]([F:1])[CH:3]=3)[O:16][C:15]2=[O:17])=[N:24][C:25]([Cl:28])=[CH:26][CH:27]=1 |f:1.2|. Reported procedure: To a cold (ice/methanol bath) mixture of (4S,5R)-5-[3-fluoro-5-(trifluoromethyl)phenyl]-4-methyl-1,3-oxazolidin-2-one (INTERMEDIATE 93) (5000 mg, 19.00 mmol) in THF (100 ml) was added sodium hydride (912 mg, 22.80 mmol) all at once. The resulting mixture was stirred cold (ice bath) for 1.5 hrs followed by addition of 3-bromo-2-(bromomethyl)-6-chloropyridine (INTERMEDIATE 30) (5963 mg, 20.90 mmol). The reaction mixture was allowed to slowly warm to ambient in 3 hrs. The reaction was cooled (ice b... Starting materials: S=C(Oc1ccccn1)Oc1ccccn1, CCOC1=CCc2cccc(N)c2C1, ClCCl. Product: CCOC1=CCc2cccc(N=C=S)c2C1. As a reaction SMILES: [C:15]([O:16][c:17]1[cH:18][cH:19][cH:20][cH:21][n:22]1)([O:23][c:24]1[cH:25][cH:26][cH:27][cH:28][n:29]1)=[S:30].[CH2:1]([CH3:2])[O:3][C:4]1=[CH:5][CH2:6][c:7]2[cH:8][cH:9][cH:10][c:11]([NH2:14])[c:12]2[CH2:13]1.[Cl:31][CH2:32][Cl:33]>>[CH2:1]([CH3:2])[O:3][C:4]1=[CH:5][CH2:6][c:7]2[cH:8][cH:9][cH:10][c:11]([N:14]=[C:15]=[S:30])[c:12]2[CH2:13]1.